Dataset: the Open Reaction Database (ORD), a public repository of structured organic reaction records. Task: describe an organic reaction: reactants, conditions, products, and yield The reactants are N1C=CC2=CC=CC=C12 (indole), C(=O)(OC(C)(C)C)N1C2=CC=C(C=C2C=2C=C3C(=C(C12)O)N(C=1C=CC(=CC13)Cl)C(=O)OC(C)(C)C)Cl (5,7-diBOC-2,10-dichloro-6-hydroxyindolo[2,3-b]carbazole), OCCCN1CCC(CC1)NC(OC(C)(C)C)=O (tert-butyl 1-(3-hydroxypropyl)piperidin-4-ylcarbamate). Product: ClC=1C=C2C=3C=C4C(=C(C3NC2=CC1)OCCCN1CCC(CC1)N)NC=1C=CC(=CC14)Cl (1-(3-(2,10-dichloro-5,7-dihydroindolo[2,3-b]carbazol-6-yloxy)propyl)piperidin-4-amine). RXN SMILES: N1C2C(=CC=CC=2)C=C1.C([N:17]1[C:29]2[C:28]([OH:30])=[C:27]3[N:31](C(OC(C)(C)C)=O)[C:32]4[CH:33]=[CH:34][C:35]([Cl:38])=[CH:36][C:37]=4[C:26]3=[CH:25][C:24]=2[C:23]2[C:18]1=[CH:19][CH:20]=[C:21]([Cl:46])[CH:22]=2)(OC(C)(C)C)=O.O[CH2:48][CH2:49][CH2:50][N:51]1[CH2:56][CH2:55][CH:54]([NH:57]C(=O)OC(C)(C)C)[CH2:53][CH2:52]1>>[Cl:46][C:21]1[CH:22]=[C:23]2[C:18](=[CH:19][CH:20]=1)[NH:17][C:29]1[C:28]([O:30][CH2:48][CH2:49][CH2:50][N:51]3[CH2:56][CH2:55][CH:54]([NH2:57])[CH2:53][CH2:52]3)=[C:27]3[NH:31][C:32]4[CH:33]=[CH:34][C:35]([Cl:38])=[CH:36][C:37]=4[C:26]3=[CH:25][C:24]2=1. Procedure: The title compound was prepared in a manner analogous to Example 28 except the starting indole is 5,7-diBOC-2,10-dichloro-6-hydroxyindolo[2,3-b]carbazole and the reagent is tert-butyl 1-(3-hydroxypropyl)piperidin-4-ylcarbamate. 1H-NMR (400 MHz, CDCl3) δ ppm 9.70 (s, 2 H), 8.33 (s, 1 H), 8.07 (d, J=2.0 Hz, 2 H), 7.43 (d, J=8.4 Hz, 2 H), 7.33 (dd, J=8.6, 2.2 Hz, 2 H), 4.33 (t, J=5.4 Hz, 2H), 3.24-3.13 (m, 2 H), 3.03-2.89 (m, 1 H), 2.84 (t, J=6.0 Hz, 2 H), 2.30-2.16 (m, 2 H), 2.15-2.06 (m, 2H), 2.0... The reactants are COc1ccc(C2(C#N)CC2)cc1C=O, ClCCl, Cl, Cl, [Na+], [OH-], NC1CCCNC1c1ccccc1. The product is COc1ccc(C2(C#N)CC2)cc1CNC1CCCNC1c1ccccc1. RXN SMILES: [C:16](#[N:17])[C:18]1([c:21]2[cH:22][cH:23][c:24]([O:29][CH3:30])[c:25]([CH:26]=[O:27])[cH:28]2)[CH2:19][CH2:20]1.[Cl:33][CH2:34][Cl:35].[ClH:1].[ClH:2].[Na+:32].[OH-:31].[c:3]1([CH:9]2[NH:10][CH2:11][CH2:12][CH2:13][CH:14]2[NH2:15])[cH:4][cH:5][cH:6][cH:7][cH:8]1>>[c:3]1([CH:9]2[NH:10][CH2:11][CH2:12][CH2:13][CH:14]2[NH:15][CH2:26][c:25]2[c:24]([O:29][CH3:30])[cH:23][cH:22][c:21]([C:18]3([C:16]#[N:17])[CH2:19][CH2:20]3)[cH:28]2)[cH:4][cH:5][cH:6][cH:7][cH:8]1.